Dataset: the Open Reaction Database (ORD), a public repository of structured organic reaction records. Task: describe an organic reaction: reactants, conditions, products, and yield Starting materials: C(=O)(OC)CCCOC1=C(C(=O)OC)C=C(C=C1)C1=C(C2=C(S1)C=CC=C2)CC2=CC=C(C=C2)OCCN2CCCC2 (methyl 2-(3-carbomethoxypropoxy)-5-[3-[4-[2-(1-pyrrolidinyl)ethoxy]benzyl]benzo[b]thiophen-2-yl]benzoate), [OH-].[Na+] (NaOH). Product: [Na+].[Na+].C(=O)(O)CCCOC1=C(C(=O)[O-])C=C(C=C1)C1=C(C2=C(S1)C=CC=C2)CC2=CC=C(C=C2)OCCN2CCCC2.C(=O)(O)CCCOC2=C(C(=O)[O-])C=C(C=C2)C2=C(C1=C(S2)C=CC=C1)CC1=CC=C(C=C1)OCCN1CCCC1 (2-(3-Carboxypropoxy)-5-[3-[4-[2-(1-pyrrolidinyl)ethoxy]benzyl]benzo[b]thiophen-2-yl]benzoic Acid Disodium Salt). Isolated yield 98.0%. RXN SMILES: [C:1]([CH2:5][CH2:6][CH2:7][O:8][C:9]1[CH:18]=[CH:17][C:16]([C:19]2[S:23][C:22]3[CH:24]=[CH:25][CH:26]=[CH:27][C:21]=3[C:20]=2[CH2:28][C:29]2[CH:34]=[CH:33][C:32]([O:35][CH2:36][CH2:37][N:38]3[CH2:42][CH2:41][CH2:40][CH2:39]3)=[CH:31][CH:30]=2)=[CH:15][C:10]=1[C:11]([O:13]C)=[O:12])([O:3]C)=[O:2].[OH-].[Na+:44]>>[Na+:44].[Na+:44].[C:1]([CH2:5][CH2:6][CH2:7][O:8][C:9]1[CH:18]=[CH:17][C:16]([C:19]2[S:23][C:22]3[CH:24]=[CH:25][CH:26]=[CH:27][C:21]=3[C:20]=2[CH2:28][C:29]2[CH:30]=[CH:31][C:32]([O:35][CH2:36][CH2:37][N:38]3[CH2:39][CH2:40][CH2:41][CH2:42]3)=[CH:33][CH:34]=2)=[CH:15][C:10]=1[C:11]([O-:13])=[O:12])([OH:3])=[O:2].[C:1]([CH2:5][CH2:6][CH2:7][O:8][C:9]1[CH:18]=[CH:17][C:16]([C:19]2[S:23][C:22]3[CH:24]=[CH:25][CH:26]=[CH:27][C:21]=3[C:20]=2[CH2:28][C:29]2[CH:30]=[CH:31][C:32]([O:35][CH2:36][CH2:37][N:38]3[CH2:39][CH2:40][CH2:41][CH2:42]3)=[CH:33][CH:34]=2)=[CH:15][C:10]=1[C:11]([O-:13])=[O:12])([OH:3])=[O:2] |f:1.2,3.4.5.6|. Procedure: The title compound was prepared in 98% yield from methyl 2-(3-carbomethoxypropoxy)-5-[3-[4-[2-(1-pyrrolidinyl)ethoxy]benzyl]benzo[b]thiophen-2-yl]benzoate (Part A) by essentially following the procedure outlined in Example 1, Part D, (except using 2.0 equivalents of 1 N NaOH solution). Starting materials: CCC(=O)Cl, CC#N, [K+], [K+], O=C([O-])[O-], c1ccc(C(c2ccccc2)N2CC(N3CCNCC3)C2)cc1. Yields the product CCC(=O)N1CCN(C2CN(C(c3ccccc3)c3ccccc3)C2)CC1. As a reaction SMILES: [C:30]([CH2:31][CH3:32])(=[O:33])[Cl:34].[CH3:35][C:36]#[N:37].[K+:24].[K+:25].[O-:26][C:27]([O-:28])=[O:29].[c:1]1([CH:7]([N:8]2[CH2:9][CH:10]([N:12]3[CH2:13][CH2:14][NH:15][CH2:16][CH2:17]3)[CH2:11]2)[c:18]2[cH:19][cH:20][cH:21][cH:22][cH:23]2)[cH:2][cH:3][cH:4][cH:5][cH:6]1>>[c:1]1([CH:7]([N:8]2[CH2:9][CH:10]([N:12]3[CH2:13][CH2:14][N:15]([C:30]([CH2:31][CH3:32])=[O:33])[CH2:16][CH2:17]3)[CH2:11]2)[c:18]2[cH:19][cH:20][cH:21][cH:22][cH:23]2)[cH:2][cH:3][cH:4][cH:5][cH:6]1. Starting materials: CC(C)(C)[O-].[K+] (KOtBu), C(C(C)(C)C)(=O)OCN1C=CC2=C1N=CN=C2C=2C=NN(C2)C(CC(=O)N)C2CCCC2 ((4-(1-(3-Amino-1-cyclopentyl-3-oxopropyl)-1H-pyrazol-4-yl)-7H-pyrrolo[2,3-d]pyrimidin-7-yl)methyl pivalate), NC1=NC=NC(=C1C=O)Cl (4-Amino-6-chloropyrimidine-5-carbaldehyde), mixture. Run in C1CCOC1 (THF), C1CCOC1 (THF), C1CCOC1 (THF). Run at temperature -2 celsius, time 1 hour. The product is ClC1=C(C(=NC=N1)N)C=COC (6-Chloro-5-(2-methoxyvinyl)pyrimidin-4-ylamine). As a reaction SMILES: [C:1]([O:7][CH2:8]N1C2N=CN=C(C3C=NN(C(C4CCCC4)CC(N)=O)C=3)C=2C=C1)(=O)C(C)(C)C.CC([O-])(C)C.[K+].[NH2:39][C:40]1[C:45]([CH:46]=O)=[C:44]([Cl:48])[N:43]=[CH:42][N:41]=1>C1COCC1>[Cl:48][C:44]1[N:43]=[CH:42][N:41]=[C:40]([NH2:39])[C:45]=1[CH:46]=[CH:1][O:7][CH3:8] |f:1.2|. Procedure: A suspension of (methoxymethyl)triphenyl-phosphonium chloride (11, 276.0 g, 0.807 mol, 1.1 equiv) in THF (1.5 L) was cooled in an ice/salt bath to −2° C. and 1M KOtBu in THF (807 mL, 0.807 mol, 1.1 equiv) was added over 1.5 hr at −2 to −3° C. The deep red-orange mixture was stirred for 1 hr at −2 to −3° C. 4-Amino-6-chloropyrimidine-5-carbaldehyde (10, 115.2 g, 0.7338 mol, 1.0 equiv) was then added portion wise to the reaction mixture as a solid form using THF (200 mL) to rinse the container and... The reactants are CC(=O)NCC1CN(CCCOc2ccc(Cl)cc2)CCO1, [Na+], [OH-]. Product: NCC1CN(CCCOc2ccc(Cl)cc2)CCO1. Reaction SMILES: [C:1](=[O:2])([CH3:3])[NH:4][CH2:5][CH:6]1[O:7][CH2:8][CH2:9][N:10]([CH2:12][CH2:13][CH2:14][O:15][c:16]2[cH:17][cH:18][c:19]([Cl:22])[cH:20][cH:21]2)[CH2:11]1.[Na+:24].[OH-:23]>>[NH2:4][CH2:5][CH:6]1[O:7][CH2:8][CH2:9][N:10]([CH2:12][CH2:13][CH2:14][O:15][c:16]2[cH:17][cH:18][c:19]([Cl:22])[cH:20][cH:21]2)[CH2:11]1.